Dataset: the Open Reaction Database (ORD), a public repository of structured organic reaction records. Task: describe an organic reaction: reactants, conditions, products, and yield The reactants are COCCN, O=c1[nH]c2cc([N+](=O)[O-])c(S(=O)(=O)Cl)cc2[nH]c1=O, O. Yields the product COCCNS(=O)(=O)c1cc2[nH]c(=O)c(=O)[nH]c2cc1[N+](=O)[O-]. RXN SMILES: [CH3:1][O:2][CH2:3][CH2:4][NH2:5].[N+:7](=[O:8])([O-:9])[c:10]1[c:11]([S:22](=[O:23])(=[O:24])[Cl:25])[cH:12][c:13]2[nH:14][c:15](=[O:21])[c:16](=[O:20])[nH:17][c:18]2[cH:19]1.[OH2:6]>>[CH3:1][O:2][CH2:3][CH2:4][NH:5][S:22]([c:11]1[c:10]([N+:7](=[O:8])[O-:9])[cH:19][c:18]2[c:13]([cH:12]1)[nH:14][c:15](=[O:21])[c:16](=[O:20])[nH:17]2)(=[O:23])=[O:24]. Reactants: ClC1=CC2=C(C(CCN=C2C2=C(C=CC=C2)Cl)=O)C=C1 (8-chloro-3,4-dihydro-1-(2-chlorophenyl)-5H-2-benzazepin-5-one), COC(N(C)C)OC (dimethylformamide dimethyl acetal). Yields the product ClC1=CC2=C(C(C(CN=C2C2=C(C=CC=C2)Cl)=CN(C)C)=O)C=C1 (8-chloro-1-(2-chlorophenyl)-3,4-dihydro-4-[(dimethylamino)methylene]-5H-2-benzazepin-5-one). As a reaction SMILES: [Cl:1][C:2]1[CH:20]=[CH:19][C:5]2[C:6](=[O:18])[CH2:7][CH2:8][N:9]=[C:10]([C:11]3[CH:16]=[CH:15][CH:14]=[CH:13][C:12]=3[Cl:17])[C:4]=2[CH:3]=1.CO[CH:23](OC)[N:24]([CH3:26])[CH3:25]>>[Cl:1][C:2]1[CH:20]=[CH:19][C:5]2[C:6](=[O:18])[C:7](=[CH:23][N:24]([CH3:26])[CH3:25])[CH2:8][N:9]=[C:10]([C:11]3[CH:16]=[CH:15][CH:14]=[CH:13][C:12]=3[Cl:17])[C:4]=2[CH:3]=1. Procedure details: A mixture of 18.6 g (61 mmole) of 8-chloro-3,4-dihydro-1-(2-chlorophenyl)-5H-2-benzazepin-5-one and 149 ml of dimethylformamide dimethyl acetal was gently heated (ca 50°) for 12 hr. The mixture was concentrated at reduced pressure to dryness. The residue was crystallized from a mixture of ether and methylene chloride to give the end product as a yellow solid, mp 170°-171° C. Recrystallization from ether gave yellow prisms, mp 170°-171° C. The reactants are CC(=O)Cl, COc1ccc(CCN)cc1, ClCCl, [Na+], [OH-]. Product: COc1ccc(CCNC(C)=O)cc1. Reaction SMILES: [CH3:14][C:15]([Cl:16])=[O:17].[CH3:1][O:2][c:3]1[cH:4][cH:5][c:6]([CH2:7][CH2:8][NH2:9])[cH:10][cH:11]1.[Cl:18][CH2:19][Cl:20].[Na+:13].[OH-:12]>>[CH3:1][O:2][c:3]1[cH:4][cH:5][c:6]([CH2:7][CH2:8][NH:9][C:15]([CH3:14])=[O:17])[cH:10][cH:11]1. Starting materials: C(CCC)C1=CC=C(C=C1)CNCCCCCCO (6-[[(4-butylphenyl)methyl]amino]-1-hexanol), CC1=C(C=CC(=C1)C)N=C=O (2,4-dimethylphenyl isocyanate). Solvent: CCCCCC (hexane). The product is C(CCC)C1=CC=C(C=C1)CN(C(=O)NC1=C(C=C(C=C1)C)C)CCCCCCO (1-[(4-butylphenyl)methyl]-3-(2,4-dimethylphenyl)-1-(6-hydroxyhexyl)urea). RXN SMILES: [CH2:1]([C:5]1[CH:10]=[CH:9][C:8]([CH2:11][NH:12][CH2:13][CH2:14][CH2:15][CH2:16][CH2:17][CH2:18][OH:19])=[CH:7][CH:6]=1)[CH2:2][CH2:3][CH3:4].[CH3:20][C:21]1[CH:26]=[C:25]([CH3:27])[CH:24]=[CH:23][C:22]=1[N:28]=[C:29]=[O:30]>CCCCCC>[CH2:1]([C:5]1[CH:6]=[CH:7][C:8]([CH2:11][N:12]([CH2:13][CH2:14][CH2:15][CH2:16][CH2:17][CH2:18][OH:19])[C:29]([NH:28][C:22]2[CH:23]=[CH:24][C:25]([CH3:27])=[CH:26][C:21]=2[CH3:20])=[O:30])=[CH:9][CH:10]=1)[CH2:2][CH2:3][CH3:4]. Procedure: Many of the novel ureas and thioureas of this invention are prepared by reacting arylisocyanates and arylisothiocyanates with secondary amines. These reactions may be performed in aprotic solvents such as hexane, diethyl ether, toluene, tetrahydrofuran, and the like at temperatures from room temperature or below up to the boiling point of the solvent used. The ureas and thioureas are isolated by filtration or by evaporation of the solvent, and they may be purified by recrystallization, absorptio... Reactants: C(C)(C)(C)OC(=O)N1CC2=CC3=CC(=C(N=C3N2[C@@H](C1)C)Br)OCC ((R)-6-bromo-7-ethoxy-4-methyl-3,4-dihydro-1H-2,4a,5-triaza-fluorene-2-carboxylic acid tert-butyl ester), C(#N)[BH3-].[Na+] (sodium cyanoborohydride). The product is C(C)(C)(C)OC(=O)N1C[C@H]2CC3=CC(=C(N=C3N2[C@@H](C1)C)Br)OCC ((4R,9aR)-6-Bromo-7-ethoxy-4-methyl-3,4,9,9a-tetrahydro-1H-2,4a,5-triaza-fluorene-2-carboxylic acid tert-butyl ester). As a reaction SMILES: [C:1]([O:5][C:6]([N:8]1[CH2:20][C@@H:19]([CH3:21])[N:18]2[C:10](=[CH:11][C:12]3[C:17]2=[N:16][C:15]([Br:22])=[C:14]([O:23][CH2:24][CH3:25])[CH:13]=3)[CH2:9]1)=[O:7])([CH3:4])([CH3:3])[CH3:2].C([BH3-])#N.[Na+]>>[C:1]([O:5][C:6]([N:8]1[CH2:20][C@@H:19]([CH3:21])[N:18]2[C@H:10]([CH2:11][C:12]3[C:17]2=[N:16][C:15]([Br:22])=[C:14]([O:23][CH2:24][CH3:25])[CH:13]=3)[CH2:9]1)=[O:7])([CH3:2])([CH3:4])[CH3:3] |f:1.2|. Procedure: This compound was prepared in analogy to example 2, intermediate, from (R)-6-bromo-7-ethoxy-4-methyl-3,4-dihydro-1H-2,4a,5-triaza-fluorene-2-carboxylic acid tert-butyl ester and sodium cyanoborohydride. The reactants are CCO, O=C(NC1CCCC1)c1cc2ccnc(Cl)c2[nH]1. As a reaction SMILES: [CH3:19][CH2:20][OH:21].[Cl:1][c:2]1[n:3][cH:4][cH:5][c:6]2[c:7]1[nH:8][c:9]([C:11](=[O:12])[NH:13][CH:14]1[CH2:15][CH2:16][CH2:17][CH2:18]1)[cH:10]2>>[cH:2]1[n:3][cH:4][cH:5][c:6]2[c:7]1[nH:8][c:9]([C:11](=[O:12])[NH:13][CH:14]1[CH2:15][CH2:16][CH2:17][CH2:18]1)[cH:10]2. The product is O=C(NC1CCCC1)c1cc2ccncc2[nH]1. Reactants: N#Cc1c(C(F)(F)F)nn(-c2c(Cl)cc(C(F)(F)F)cc2Cl)c1N, O=S(=O)(O)O. Yields the product NC(=O)c1c(C(F)(F)F)nn(-c2c(Cl)cc(C(F)(F)F)cc2Cl)c1N. RXN SMILES: [NH2:6][c:7]1[c:8]([C:28]#[N:29])[c:9]([C:24]([F:25])([F:26])[F:27])[n:10][n:11]1-[c:12]1[c:13]([Cl:23])[cH:14][c:15]([C:19]([F:20])([F:21])[F:22])[cH:16][c:17]1[Cl:18].[S:1]([OH:2])(=[O:3])(=[O:4])[OH:5]>>[O:2]=[C:28]([c:8]1[c:7]([NH2:6])[n:11](-[c:12]2[c:13]([Cl:23])[cH:14][c:15]([C:19]([F:20])([F:21])[F:22])[cH:16][c:17]2[Cl:18])[n:10][c:9]1[C:24]([F:25])([F:26])[F:27])[NH2:29]. The reactants are FC(C=1C=C(C=CC1)O)(F)F (m-(Trifluoromethyl)phenol), [H-].[Na+] (NaH), ClC1=NC(=NC(=C1)C(F)(F)F)SC (4-chloro-2-methylthio-6-(trifluoromethyl)pyrimidine). Solvent: C1CCOC1 (THF). Yields the product CSC1=NC(=CC(=N1)C(F)(F)F)OC1=CC(=CC=C1)C(F)(F)F (2-methylthio-4-trifluoromethyl-6-[3-(trifluoromethyl)phenoxy]pyrimidine). RXN SMILES: [F:1][C:2]([F:11])([F:10])[C:3]1[CH:4]=[C:5]([OH:9])[CH:6]=[CH:7][CH:8]=1.[H-].[Na+].Cl[C:15]1[CH:20]=[C:19]([C:21]([F:24])([F:23])[F:22])[N:18]=[C:17]([S:25][CH3:26])[N:16]=1>C1COCC1>[CH3:26][S:25][C:17]1[N:18]=[C:19]([C:21]([F:24])([F:22])[F:23])[CH:20]=[C:15]([O:9][C:5]2[CH:6]=[CH:7][CH:8]=[C:3]([C:2]([F:10])([F:11])[F:1])[CH:4]=2)[N:16]=1 |f:1.2|. Procedure: m-(Trifluoromethyl)phenol (1.06 g, 0.0044×1.5 mol) and NaH (0.26 g (ca.60% in mineral oil), 0.0044×1.5 mol) were dissolved in THF, and then 4-chloro-2-methylthio-6-(trifluoromethyl)pyrimidine (Compound No. VII-17) (1.0 g, 0.0044 mol) was added thereto. The resulting solution was refluxed for about 7 hours. The reaction solution was partitioned between ethyl acetate and aqueous saturated sodium hydrogen carbonate to separate an organic phase. The organic phase was washed with aqueous saturated so... Reactants: intermediate, C(#N)C1=CC=C(C=C1)B(O)O (4-cyanophenylboronic acid), Pd[(C6H5)3P]4, C(=O)([O-])[O-].[Na+].[Na+] (Na2CO3), C(C)O (ethanol), FC=1C=C(C=C(C1)F)C1=C(N=C2N(C1=O)C=CS2)C (6-(3,5-Difluorophenyl)-7-methyl-5H-[1,3]thiazolo[3,2-a]pyrimidin-5-one). Solvent: C1(=CC=CC=C1)C (toluene), O (water). Product: CC=1N=C2N(C(C1C1=CC=C(C#N)C=C1)=O)C=CS2 (4-(7-Methyl-5-oxo-5H-[1,3]thiazolo[3,2-a]pyrimidin-6-yl)benzonitrile). As a reaction SMILES: [C:1]([C:3]1[CH:8]=[CH:7][C:6](B(O)O)=[CH:5][CH:4]=1)#[N:2].C([O-])([O-])=O.[Na+].[Na+].C(O)C.FC1C=C([C:29]2[C:34](=[O:35])[N:33]3[CH:36]=[CH:37][S:38][C:32]3=[N:31][C:30]=2[CH3:39])C=C(F)C=1>C1(C)C=CC=CC=1.O>[CH3:39][C:30]1[N:31]=[C:32]2[S:38][CH:37]=[CH:36][N:33]2[C:34](=[O:35])[C:29]=1[C:6]1[CH:7]=[CH:8][C:3]([C:1]#[N:2])=[CH:4][CH:5]=1 |f:1.2.3|. Reported procedure: This compound was prepared from Step 2 intermediate (10 g, 34.234 mmol), 4-cyanophenylboronic acid (6.5 g, 44.235 mmol), Pd[(C6H5)3P]4 (1.62 g, 1.401 mmol) and Na2CO3 (21.7 g, 2.051 mmol) in a mixture of toluene (250 ml), ethanol (150 ml) and water (100 ml) according to the procedure described in Intermediate 3, Step 3 to afford a crude product which was purified by silica gel column chromatography using 10% ethyl acetate in chloroform to give 5 g of the product as a light yellow solid; 1H NMR (...